This data is from the Open Reaction Database (ORD), a public repository of structured organic reaction records. The task is: describe an organic reaction: reactants, conditions, products, and yield The reactants are OC=1C=C(C(=O)CCC(=O)OC)C=CC1[N+](=O)[O-] (methyl 3-(3-hydroxy-4-nitrobenzoyl)propionate), C([O-])([O-])=O.[K+].[K+] (potassium carbonate), C(C1=CC=CC=C1)(=O)Cl (benzoyl chloride). Run in CN(C=O)C (dimethylformamide). Run at time 8 hour. Product: C(C1=CC=CC=C1)OC=1C=C(C(=O)CCC(=O)OC)C=CC1[N+](=O)[O-] (methyl 3-(3-benzyloxy-4-nitrobenzoyl)propionate). Reaction SMILES: [OH:1][C:2]1[CH:3]=[C:4]([CH:13]=[CH:14][C:15]=1[N+:16]([O-:18])=[O:17])[C:5]([CH2:7][CH2:8][C:9]([O:11][CH3:12])=[O:10])=[O:6].C(=O)([O-])[O-].[K+].[K+].[C:25](Cl)(=O)[C:26]1[CH:31]=[CH:30][CH:29]=[CH:28][CH:27]=1>CN(C)C=O>[CH2:25]([O:1][C:2]1[CH:3]=[C:4]([CH:13]=[CH:14][C:15]=1[N+:16]([O-:18])=[O:17])[C:5]([CH2:7][CH2:8][C:9]([O:11][CH3:12])=[O:10])=[O:6])[C:26]1[CH:31]=[CH:30][CH:29]=[CH:28][CH:27]=1 |f:1.2.3|. Procedure: A mixture of methyl 3-(3-hydroxy-4-nitrobenzoyl)propionate, potassium carbonate, benzoyl chloride, and dimethylformamide was stirred overnight and the solvent removed by evaporation under reduced pressure. The residue was distributed between water and ether, and the aqueous phase was extracted with ether. The combined ethereal solution was washed in turn with dilute sodium hydroxide solution and water. Evaporation of the dried solution gave methyl 3-(3-benzyloxy-4-nitrobenzoyl)propionate. The reactants are N (ammonia), CO (methyl alcohol), ClC1=NC(=NC(=N1)Cl)C (2,4-dichloro-6-methyl-1,3,5-triazine), C1(=CC=CC=C1)C (toluene). Run at time 2.5 hour. Yields the product ClC1=NC(=NC(=N1)C)N (4-chloro-6-methyl-1,3,5-triazin-2-amine). Isolated yield 73.0%. RXN SMILES: [NH3:1].CO.Cl[C:5]1[N:10]=[C:9]([Cl:11])[N:8]=[C:7]([CH3:12])[N:6]=1.C1(C)C=CC=CC=1>>[Cl:11][C:9]1[N:8]=[C:7]([CH3:12])[N:6]=[C:5]([NH2:1])[N:10]=1. Reported procedure: A solution of ammonia, 2.0M methyl alcohol (Aldrich, St. Louis, Mo.) (36.0 mL, 72 mmol) was added dropwise at room temperature (slightly exothermic) to a stirred yellow suspension of 2,4-dichloro-6-methyl-1,3,5-triazine (from Example 7) (2.94 g, 18 mmol) in toluene (20.0 mL, 188 mmol) over 1.5 h. The resulting mixture was stirred for an additional 2.5 h, concentrated and purified (ISCO, DCM to 10% MeOH in DCM) to give the desired product 4-chloro-6-methyl-1,3,5-triazin-2-amine (1.88 g, 73%) as a... Reactants: ice water, C=O (formaldehyde), aqueous solution, C1(CCCCC1)=O (cyclohexanone), C1(CCCCC1)=O (cyclohexanone), O.O.O.C(C)(=O)[O-].[Pb+2].C(C)(=O)[O-] (lead acetate trihydrate), [OH-].[Na+] (sodium hydroxide), [OH-].[Na+] (sodium hydroxide). Conditions: temperature 95 celsius, time 20 minute. Product: sugar, O=C[C@H](O)[C@@H](O)[C@H](O)[C@H](O)CO (glucose). As a reaction SMILES: [C:1]1(=[O:7])[CH2:6][CH2:5][CH2:4][CH2:3][CH2:2]1.[OH2:8].[OH2:9].[OH2:10].C([O-])(=O)C.[Pb+2].C([O-])(=O)C.[OH-:20].[Na+].C=[O:23]>>[O:7]=[CH:1][C@@H:6]([C@H:5]([C@@H:4]([C@@H:3]([CH2:2][OH:23])[OH:20])[OH:10])[OH:9])[OH:8] |f:1.2.3.4.5.6,7.8|. Reported procedure: 1500 g of the 37% formalin solution of Example 1 (18.5 moles formaldehyde) and 491 g of cyclohexanone (5 moles) are heated with stirring to 95° C., followed by the addition of 56 g of a 50% aqueous solution of the formose used as co-catalyst in Example 1 of German Offenlegungsschrift No. 2,639,084 and 15 g of lead acetate trihydrate. The pH-value of the mixture is adjusted to 7.5 by the addition of 10% sodium hydroxide. After the reaction has started (increase in the temperature of the mixture t... The reactants are FC=1C=C(C=CC1F)[N+](=O)[O-] (3,4-difluoronitrobenzene), Cl (hydrochloric acid). Reagents/catalysts: [Fe] (iron). Solvent: CO (methanol). Run at temperature 60 celsius, time 2 hour. Yields the product FC=1C=C(N)C=CC1F (3,4-difluoroaniline). The yield is 86.0%. RXN SMILES: [F:1][C:2]1[CH:3]=[C:4]([N+:9]([O-])=O)[CH:5]=[CH:6][C:7]=1[F:8].Cl>CO.[Fe]>[F:1][C:2]1[CH:3]=[C:4]([CH:5]=[CH:6][C:7]=1[F:8])[NH2:9]. Procedure details: 10 g of 3,4-difluoronitrobenzene was dissolved in 20 and 2 g of methanol and 10 g of concentrated hydrochloric acid and 2 g of iron powder were added thereto. The mixture was stirred at 60° C. for two hours, and then distilled to obtain 3,4-difluoroaniline. The reduction yield was 86%. To this product, 70 g of 36% hydrochloric acid was added to convert it into its salt. Under stirring, 18 g of a 25% NaNO2 aqueous solution was added at 0° C. to obtain a diazonium salt. The diazonium salt was drop... Reactants: COC(C(C(C1=CC=C(C=C1)C#N)Cl)=O)=O (3-chloro-3-(4-cyano-phenyl)-2-oxo-propionic acid methyl ester), C1(CC1)C(N)=S (cyclopropanecarbothioic acid amide). Product: COC(=O)C=1N=C(SC1C1=CC=C(C=C1)C#N)C1CC1 (5-(4-Cyano-phenyl)-2-cyclopropyl-thiazole-4-carboxylic Acid Methyl Ester). As a reaction SMILES: [CH3:1][O:2][C:3](=[O:16])[C:4](=O)[CH:5](Cl)[C:6]1[CH:11]=[CH:10][C:9]([C:12]#[N:13])=[CH:8][CH:7]=1.[CH:17]1([C:20](=[S:22])[NH2:21])[CH2:19][CH2:18]1>>[CH3:1][O:2][C:3]([C:4]1[N:21]=[C:20]([CH:17]2[CH2:19][CH2:18]2)[S:22][C:5]=1[C:6]1[CH:11]=[CH:10][C:9]([C:12]#[N:13])=[CH:8][CH:7]=1)=[O:16]. Reported procedure: prepared by reaction of 3-chloro-3-(4-cyano-phenyl)-2-oxo-propionic acid methyl ester with cyclopropanecarbothioic acid amide. The reactants are Cn1c(COc2ccc(C=O)cc2)nc2ccc(Sc3cc(C(C)(C)C)c(O)c(C(C)(C)C)c3)cc21, C1CCNCC1, CCO, O=C1CSC(=O)N1. Reaction SMILES: [C:1]([CH3:2])([CH3:3])([CH3:4])[c:5]1[cH:6][c:7]([S:16][c:17]2[cH:18][cH:19][c:20]3[c:21]([n:22]([CH3:35])[c:23]([CH2:25][O:26][c:27]4[cH:28][cH:29][c:30]([CH:31]=[O:32])[cH:33][cH:34]4)[n:24]3)[cH:36]2)[cH:8][c:9]([C:12]([CH3:13])([CH3:14])[CH3:15])[c:10]1[OH:11].[CH2:44]1[CH2:45][CH2:46][NH:47][CH2:48][CH2:49]1.[CH3:50][CH2:51][OH:52].[S:37]1[C:38](=[O:43])[NH:39][C:40](=[O:42])[CH2:41]1>>[C:1]([CH3:2])([CH3:3])([CH3:4])[c:5]1[cH:6][c:7]([S:16][c:17]2[cH:18][cH:19][c:20]3[c:21]([n:22]([CH3:35])[c:23]([CH2:25][O:26][c:27]4[cH:28][cH:29][c:30]([CH:31]=[C:41]5[S:37][C:38](=[O:43])[NH:39][C:40]5=[O:42])[cH:33][cH:34]4)[n:24]3)[cH:36]2)[cH:8][c:9]([C:12]([CH3:13])([CH3:14])[CH3:15])[c:10]1[OH:11]. Product: Cn1c(COc2ccc(C=C3SC(=O)NC3=O)cc2)nc2ccc(Sc3cc(C(C)(C)C)c(O)c(C(C)(C)C)c3)cc21. Reactants: [OH-].[K+] (potassium hydroxide), OC(CN1C=CC2=CC(=CC=C12)C#N)COC1=CC=C(C=C1)CCCCCCCC (1-[2-hydroxy-3-(4-octylphenoxy)propyl]indole-5-carbonitrile), Cl (hydrochloric acid). Solvent: O (water), C(C)(C)(C)O (tert-butanol). Product: OC(CN1C=CC2=CC(=CC=C12)C(=O)N)COC1=CC=C(C=C1)CCCCCCCC (1-[2-Hydroxy-3-(4-octylphenoxy)propyl]indole-5-carbamide). As a reaction SMILES: [OH:1][CH:2]([CH2:15][O:16][C:17]1[CH:22]=[CH:21][C:20]([CH2:23][CH2:24][CH2:25][CH2:26][CH2:27][CH2:28][CH2:29][CH3:30])=[CH:19][CH:18]=1)[CH2:3][N:4]1[C:12]2[C:7](=[CH:8][C:9]([C:13]#[N:14])=[CH:10][CH:11]=2)[CH:6]=[CH:5]1.[OH-:31].[K+].Cl>C(O)(C)(C)C.O>[OH:1][CH:2]([CH2:15][O:16][C:17]1[CH:18]=[CH:19][C:20]([CH2:23][CH2:24][CH2:25][CH2:26][CH2:27][CH2:28][CH2:29][CH3:30])=[CH:21][CH:22]=1)[CH2:3][N:4]1[C:12]2[C:7](=[CH:8][C:9]([C:13]([NH2:14])=[O:31])=[CH:10][CH:11]=2)[CH:6]=[CH:5]1 |f:1.2|. Reported procedure: 0.18 g (0.44 mmol) 1-[2-hydroxy-3-(4-octylphenoxy)propyl]indole-5-carbonitrile (Example 15A) is dissolved in 15 ml tert-butanol, mixed with 0.23 g (3.6 mmol) pulverized, 88% potassium hydroxide and heated under reflux for 11 h. Having cooled down, the mixture is hydrolyzed in water and acidified with 1N hydrochloric acid. Three extractions with diethyl ether, concentration to half the volume on the rotary evaporator, washing with water and with saturated NaCl solution, drying on sodium sulfate, ... The reactants are CS(=O)C (dimethylsulfoxide), ClC1=C(C=O)C=CC=C1 (2-chlorobenzaldehyde), Cl.CN (methylaminehydrochloride), [C-]#N.[Na+] (sodium cyanide). Solvent: O (water), O (water). Conditions: time 76 hour. Product: ClC1=C(C=CC=C1)C(C#N)NC (2-(2-chlorophenyl)-2-methylaminoacetonitrile). RXN SMILES: CS(C)=O.[Cl:5][C:6]1[CH:13]=[CH:12][CH:11]=[CH:10][C:7]=1[CH:8]=O.Cl.[CH3:15][NH2:16].[C-:17]#[N:18].[Na+]>O>[Cl:5][C:6]1[CH:13]=[CH:12][CH:11]=[CH:10][C:7]=1[CH:8]([NH:18][CH3:17])[C:15]#[N:16] |f:2.3,4.5|. Procedure: A mixture containing 50 milliliters (ml) of dimethylsulfoxide, 15 ml of water, 29 grams (g) of 2-chlorobenzaldehyde, 15 g of methylaminehydrochloride and 12.5 g of sodium cyanide is stirred at room temperature for approximately 76 hours. The reaction mixture is then diluted with water and extracted with benzene. The benzene extract is washed several times with water and then dried over potassium carbonate. Filtration and evaporation of the filtrate under reduced pressure yields crude 2-(2-chloro... Reactants: COc1ccc(C2CCOCC2)c2sc(NC(=O)c3ccnc(Br)c3)nc12, Cc1cc(C(C)(C)C)c(O)c(C(C)(C)C)c1, C=C[Sn](CCCC)(CCCC)CCCC, [Cl-], [Li+], CN(C)C=O, c1ccc(P(c2ccccc2)c2ccccc2)cc1. Yields the product C=Cc1cc(C(=O)Nc2nc3c(OC)ccc(C4CCOCC4)c3s2)ccn1. RXN SMILES: [Br:1][c:2]1[cH:3][c:4]([C:5](=[O:6])[NH:7][c:8]2[s:9][c:10]3[c:11]([n:12]2)[c:13]([O:23][CH3:24])[cH:14][cH:15][c:16]3[CH:17]2[CH2:18][CH2:19][O:20][CH2:21][CH2:22]2)[cH:25][cH:26][n:27]1.[C:64]([c:65]1[c:66]([OH:67])[c:68]([C:69]([CH3:70])([CH3:71])[CH3:72])[cH:73][c:74]([CH3:75])[cH:76]1)([CH3:77])([CH3:78])[CH3:79].[CH:28](=[CH2:29])[Sn:30]([CH2:31][CH2:32][CH2:33][CH3:34])([CH2:35][CH2:36][CH2:37][CH3:38])[CH2:39][CH2:40][CH2:41][CH3:42].[Cl-:63].[Li+:62].[O:80]=[CH:81][N:82]([CH3:83])[CH3:84].[c:43]1([P:44]([c:45]2[cH:46][cH:47][cH:48][cH:49][cH:50]2)[c:51]2[cH:52][cH:53][cH:54][cH:55][cH:56]2)[cH:57][cH:58][cH:59][cH:60][cH:61]1>>[c:2]1([CH:28]=[CH2:29])[cH:3][c:4]([C:5](=[O:6])[NH:7][c:8]2[s:9][c:10]3[c:11]([n:12]2)[c:13]([O:23][CH3:24])[cH:14][cH:15][c:16]3[CH:17]2[CH2:18][CH2:19][O:20][CH2:21][CH2:22]2)[cH:25][cH:26][n:27]1.